This data is from the Open Reaction Database (ORD), a public repository of structured organic reaction records. The task is: describe an organic reaction: reactants, conditions, products, and yield The reactants are CC(=O)OI1(C=2C=CC=CC2C(=O)O1)(OC(=O)C)OC(=O)C (Dess-Martin periodinane), COC1=C2[C@@]3(CC[C@@H]4[C@@]([C@H]3CC2=CC(=C1)OC)(CC[C@@H](C4(C)C)O)C)C ((3S,4aR,6aR,11aR,11bR)-7,9-Dimethoxy-4,4,6a,11b-tetramethyl-2,3,4,4a,5,6,6a,11,11a,11b-decahydro-1H-benzo[a]fluoren-3-ol), C(=O)(O)[O-].[Na+] (NaHCO3). The solvent is C(Cl)Cl (methylene chloride). Reaction conditions: time 1.5 hour. The product is COC1=C2[C@@]3(CC[C@@H]4[C@@]([C@H]3CC2=CC(=C1)OC)(CCC(C4(C)C)=O)C)C ((4aR,6aR,11aR,11bR)-7,9-Dimethoxy-4,4,6a,11b-tetramethyl-1,2,4,4a,5,6,6a,11,11a,11b-decahydro-benzo[a]fluoren-3-one). Yield: 80.2%. As a reaction SMILES: [CH3:1][O:2][C:3]1[CH:15]=[C:14]([O:16][CH3:17])[CH:13]=[C:12]2[C:4]=1[C@@:5]1([CH3:26])[C@H:10]([CH2:11]2)[C@@:9]2([CH3:25])[CH2:18][CH2:19][C@H:20]([OH:24])[C:21]([CH3:23])([CH3:22])[C@@H:8]2[CH2:7][CH2:6]1.CC(OI1(OC(C)=O)(OC(C)=O)OC(=O)C2C=CC=CC1=2)=O.C([O-])(O)=O.[Na+]>C(Cl)Cl>[CH3:1][O:2][C:3]1[CH:15]=[C:14]([O:16][CH3:17])[CH:13]=[C:12]2[C:4]=1[C@@:5]1([CH3:26])[C@H:10]([CH2:11]2)[C@@:9]2([CH3:25])[CH2:18][CH2:19][C:20](=[O:24])[C:21]([CH3:22])([CH3:23])[C@@H:8]2[CH2:7][CH2:6]1 |f:2.3|. Procedure: To alcohol 5b (600 mg, 1.67 mmol) dissolved in 85 mL of methylene chloride was added Dess-Martin periodinane (DMP, 1.41 g, 3.34 mmol), and the mixture was allowed to stir at room temperature for 1.5 hours. Upon reaction completion, saturated aqueous NaHCO3 (50 mL) was added and the aqueous phase was extracted 3 times with methylene chloride (3×50 mL). The organic extracts were then combined, dried with MgSO4, and concentrated. The crude mixture was purified using flash chromatography (hexanes:et...